describe an organic reaction: reactants, conditions, products, and yield From a dataset of the Open Reaction Database (ORD), a public repository of structured organic reaction records. The reactants are ClC1=NC2=CC=CC(=C2N=C1)C (2-chloro-5-methylquinoxaline), Cl (HCl), [N-]=[N+]=[N-].[Na+] (sodium azide). The solvent is C(C)O (ethanol). Reaction conditions: time 6 hour. Yields the product CC1=C2N=CC=3N(C2=CC=C1)N=NN3 (6-methyltetrazolo[1,5-a]quinoxaline). Yield: 91.0%. Reaction SMILES: Cl[C:2]1[CH:11]=[N:10][C:9]2[C:4](=[CH:5][CH:6]=[CH:7][C:8]=2[CH3:12])[N:3]=1.Cl.[N-:14]=[N+:15]=[N-:16].[Na+]>C(O)C>[CH3:12][C:8]1[CH:7]=[CH:6][CH:5]=[C:4]2[C:9]=1[N:10]=[CH:11][C:2]1[N:3]2[N:14]=[N:15][N:16]=1 |f:2.3|. Reported procedure: A solution was made of 0.5 g. of 2-chloro-5-methylquinoxaline, 10 ml. of 0.1N HCl and 0.6 g. of sodium azide in 35 ml. of denatured ethanol. The reaction mixture was stirred for 6 hours at reflux temperature. When the mixture was allowed to cool, the product, 6-methyltetrazolo[1,5-a]quinoxaline, crystallized in 91 percent yield and was separated by filtration. The product had a melting point of 160°-62° C., and was identified by nuclear magnetic resonance analysis and elemental microanalysis, th... Reactants: CC(=O)OC1COc2c(c(=O)n(-c3ccccc3)c3ncccc23)C1, CO. The product is O=c1c2c(c3cccnc3n1-c1ccccc1)OCC(O)C2. Reaction SMILES: [C:1](=[O:2])([CH3:3])[O:4][CH:5]1[CH2:6][c:7]2[c:8](=[O:25])[n:9](-[c:19]3[cH:20][cH:21][cH:22][cH:23][cH:24]3)[c:10]3[n:11][cH:12][cH:13][cH:14][c:15]3[c:16]2[O:17][CH2:18]1.[CH3:26][OH:27]>>[OH:4][CH:5]1[CH2:6][c:7]2[c:8](=[O:25])[n:9](-[c:19]3[cH:20][cH:21][cH:22][cH:23][cH:24]3)[c:10]3[n:11][cH:12][cH:13][cH:14][c:15]3[c:16]2[O:17][CH2:18]1.